From a dataset of the Open Reaction Database (ORD), a public repository of structured organic reaction records. describe an organic reaction: reactants, conditions, products, and yield Starting materials: Nc1c(C(=O)OCc2ccccc2)c(=O)[nH]c2ccccc12, CN(C)C=O. Yields the product Nc1c(C(=O)O)c(=O)[nH]c2ccccc12. RXN SMILES: [NH2:1][c:2]1[c:3]([C:13](=[O:14])[O:15][CH2:16][c:17]2[cH:18][cH:19][cH:20][cH:21][cH:22]2)[c:4](=[O:12])[nH:5][c:6]2[cH:7][cH:8][cH:9][cH:10][c:11]12.[O:23]=[CH:24][N:25]([CH3:26])[CH3:27]>>[NH2:1][c:2]1[c:3]([C:13](=[O:14])[OH:15])[c:4](=[O:12])[nH:5][c:6]2[cH:7][cH:8][cH:9][cH:10][c:11]12. Reactants: N12CC(=CC(CC1)C2)C(=O)N(C)OC ((±) 1-Azabicyclo[3.2.1]oct-3-en-3-yl-N-methoxy-N-methylcarboxamide), solution, P(O)(O)(O)=O (orthophosphoric acid), C[Li] (methyllithium), [Br-].[Li+] (lithium bromide). Solvent: O1CCCC1 (tetrahydrofuran), C(C)OCC (diethyl ether). Conditions: temperature -70 celsius. Product: C(C)(=O)C=1CN2CCC(C1)C2 ((±)3-Acetyl-1-azabicyclo[3.2.1]oct-3-ene). Reaction SMILES: [N:1]12[CH2:8][CH:5]([CH2:6][CH2:7]1)[CH:4]=[C:3]([C:9](N(OC)C)=[O:10])[CH2:2]2.[CH3:15][Li].[Br-].[Li+].P(=O)(O)(O)O>O1CCCC1.C(OCC)C>[C:9]([C:3]1[CH2:2][N:1]2[CH2:8][CH:5]([CH:4]=1)[CH2:6][CH2:7]2)(=[O:10])[CH3:15] |f:2.3|. Procedure details: A solution of (±)1-azabicyclo[3.2.1]oct-3-en-3-yl-N-methoxy-N-methylcarboxamide (D8) (0.40 g, 2.0 mmole) in dry tetrahydrofuran (20 ml) was cooled to -70° C., under a nitrogen atmosphere, and treated dropwise over 15 minutes with methyllithium (1.47 ml of a 1.5 m solution in diethyl ether as the complex with lithium bromide, 2.2 mmole). The temperature was maintained at -70° C. for 30 minutes, and then allowed to warm to 0° C. over 1.75h. The reaction was cooled to -20° C. and poured into a 1M s... Reactants: NC1=CC=CC=C1 (aniline), ClC1=C(C(=O)O)C=CC=C1 (2-chlorobenzoic acid), C([O-])([O-])=O.[K+].[K+] (potassium carbonate), cupric oxide. Conditions: time 15 minute. Yields the product C1(=CC=CC=C1)NC=1C(C(=O)O)=CC=CC1 (N-phenyl-anthranilic acid). Reaction SMILES: [NH2:1][C:2]1[CH:7]=[CH:6][CH:5]=[CH:4][CH:3]=1.Cl[C:9]1[CH:17]=[CH:16][CH:15]=[CH:14][C:10]=1[C:11]([OH:13])=[O:12].C(=O)([O-])[O-].[K+].[K+]>>[C:2]1([NH:1][C:9]2[C:10](=[CH:14][CH:15]=[CH:16][CH:17]=2)[C:11]([OH:13])=[O:12])[CH:7]=[CH:6][CH:5]=[CH:4][CH:3]=1 |f:2.3.4|. Procedure: Redistilled aniline (310 g, 3.32 mol), pure 2-chlorobenzoic acid (82 g, 0.52 mol), fresh dried potassium carbonate (82 g, 0.6 mol) and cupric oxide (2.0 g) are refluxed for two hours in an oil bath (air cooler). Excess aniline is initially removed by distillation in vacuum and later by water vapor. The remaining solution (500 ml) is boiled for 15 min. with 40 g of activated carbon and filtrated. The filtrate is poured into a mixture of concentrated hydrochloric acid (60 ml) and water (120 ml) du... Starting materials: O=C(O)C1CCC(S(=O)(=O)c2ccc(F)cc2Cl)C1, N#CC1(N)CC1. Yields the product N#CC1(NC(=O)C2CCC(S(=O)(=O)c3ccc(F)cc3Cl)C2)CC1. As a reaction SMILES: [Cl:1][c:2]1[c:3]([S:9](=[O:10])(=[O:11])[CH:12]2[CH2:13][CH:14]([C:17](=[O:18])[OH:19])[CH2:15][CH2:16]2)[cH:4][cH:5][c:6]([F:8])[cH:7]1.[NH2:20][C:21]1([C:24]#[N:25])[CH2:22][CH2:23]1>>[Cl:1][c:2]1[c:3]([S:9](=[O:10])(=[O:11])[CH:12]2[CH2:13][CH:14]([C:17](=[O:19])[NH:20][C:21]3([C:24]#[N:25])[CH2:22][CH2:23]3)[CH2:15][CH2:16]2)[cH:4][cH:5][c:6]([F:8])[cH:7]1. Starting materials: CS(C)=O, O=CN(CC(CC1CCCC1)C(=O)NNc1nc(Cl)nc(Cl)c1F)OCc1ccccc1, CCN(C(C)C)C(C)C, c1ncc2nnn(CC3CCCN3)c2n1. The product is O=CN(CC(CC1CCCC1)C(=O)NNc1nc(Cl)nc(N2CCCC2Cn2nnc3cncnc32)c1F)OCc1ccccc1. Reaction SMILES: [CH3:57][S:58]([CH3:59])=[O:60].[CH:1]1([CH2:6][CH:7]([CH2:8][N:9]([CH:10]=[O:11])[O:12][CH2:13][c:14]2[cH:15][cH:16][cH:17][cH:18][cH:19]2)[C:20](=[O:21])[NH:22][NH:23][c:24]2[n:25][c:26]([Cl:32])[n:27][c:28]([Cl:31])[c:29]2[F:30])[CH2:2][CH2:3][CH2:4][CH2:5]1.[CH:48]([N:49]([CH2:50][CH3:51])[CH:52]([CH3:53])[CH3:54])([CH3:55])[CH3:56].[NH:33]1[CH:34]([CH2:38][n:39]2[n:40][n:41][c:42]3[c:43]2[n:44][cH:45][n:46][cH:47]3)[CH2:35][CH2:36][CH2:37]1>>[CH:1]1([CH2:6][CH:7]([CH2:8][N:9]([CH:10]=[O:11])[O:12][CH2:13][c:14]2[cH:15][cH:16][cH:17][cH:18][cH:19]2)[C:20](=[O:21])[NH:22][NH:23][c:24]2[n:25][c:26]([Cl:32])[n:27][c:28]([N:33]3[CH:34]([CH2:38][n:39]4[n:40][n:41][c:42]5[c:43]4[n:44][cH:45][n:46][cH:47]5)[CH2:35][CH2:36][CH2:37]3)[c:29]2[F:30])[CH2:2][CH2:3][CH2:4][CH2:5]1. Reaction SMILES: [CH2:1]([c:2]1[cH:3][cH:4][cH:5][cH:6][cH:7]1)[O:8][c:9]1[cH:10][cH:11][c:12]([O:31][CH:32]([CH3:33])[CH3:34])[c:13](-[c:15]2[n:16][c:17]3[c:18]([n:19][cH:20][c:21]([CH2:23][NH:24][CH2:25][C:26](=[O:27])[O:28][CH3:29])[cH:22]3)[nH:30]2)[cH:14]1.[CH3:50][OH:51].[Na+:36].[OH-:35].[OH:37][C:38]([CH2:39][C:40]([C:41](=[O:42])[OH:43])([CH2:44][C:45](=[O:46])[OH:47])[OH:48])=[O:49]>>[CH2:1]([c:2]1[cH:3][cH:4][cH:5][cH:6][cH:7]1)[O:8][c:9]1[cH:10][cH:11][c:12]([O:31][CH:32]([CH3:33])[CH3:34])[c:13](-[c:15]2[n:16][c:17]3[c:18]([n:19][cH:20][c:21]([CH2:23][NH:24][CH2:25][C:26](=[O:27])[OH:28])[cH:22]3)[nH:30]2)[cH:14]1. Product: CC(C)Oc1ccc(OCc2ccccc2)cc1-c1nc2cc(CNCC(=O)O)cnc2[nH]1. Starting materials: COC(=O)CNCc1cnc2[nH]c(-c3cc(OCc4ccccc4)ccc3OC(C)C)nc2c1, CO, [Na+], [OH-], O=C(O)CC(O)(CC(=O)O)C(=O)O.